describe an organic reaction: reactants, conditions, products, and yield From a dataset of the Open Reaction Database (ORD), a public repository of structured organic reaction records. Starting materials: CC1=CC(=O)N=C(N1)N (6-methylisocytosine), C(C(=C)C)(=O)OCCN=C=O (2-isocyanatoethyl methacrylate), C(CCC)[Sn](CCCC)=O (dibutyltin oxide). Solvent: CC(=O)N(C)C (dimethylacetamide). Conditions: temperature 90 celsius. The product is CC1=CC(N=C(N1)NC(=O)NCCOC(C=CC)=O)=O (3-methyl-2-propenoic acid-2-[[[(1,4-dihydro-6-methyl-4-oxo-2-pyrimidinyl)amino]carbonyl]amino]ethyl ester). As a reaction SMILES: [CH3:1][C:2]1[NH:8][C:7]([NH2:9])=[N:6][C:4](=[O:5])[CH:3]=1.[C:10]([O:15][CH2:16][CH2:17][N:18]=[C:19]=[O:20])(=[O:14])[C:11]([CH3:13])=C.[CH2:21]([Sn](=O)CCCC)CCC>CC(N(C)C)=O>[CH3:1][C:2]1[NH:8][C:7]([NH:9][C:19]([NH:18][CH2:17][CH2:16][O:15][C:10](=[O:14])[CH:11]=[CH:13][CH3:21])=[O:20])=[N:6][C:4](=[O:5])[CH:3]=1. Procedure details: 37.5 g (0.3 mol) 6-methylisocytosine, 55.8 g (0.36 mol) 2-isocyanatoethyl methacrylate and 3.7 g (0.015 mmol) dibutyltin oxide were added to 400 ml dimethylacetamide. 100 mg BHT was added and the mixture was heated to 90° C. for one hour. The mixture was filtered at 90° C. Upon cooling down to room temperature 2-methyl-2-propenoic acid-2-[[[(1,4-dihydro-6-methyl-4-oxo-2-pyrimidinyl)amino]carbonyl]amino]ethyl ester started to crystallize. The mixture was stirred for two and a half hour. 500 ml ac... The reactants are OC1(C(=CC(CC1(C)C)=O)C)C#CC(=CCO)C (4-hydroxy-4-(5-hydroxy-3-methyl-3-penten-1-ynyl)-3,5,5-trimethyl-2-cyclohexen-1-one), [OH-].[Na+] (sodium hydroxide). The reagents and catalysts are [Zn] (zinc). Run in C(CC)O.O (n-propanol water). Run at time 5 minute. Product: OCCC(=C=CC1C(=CC(CC1(C)C)=O)C)C (4-(5-hydroxy-3-methyl-1,2-pentadienyl)-3,5,5-trimethyl-2-cyclohexen-1-one). Isolated yield 73.6%. As a reaction SMILES: O[C:2]1([C:12]#[C:13][C:14]([CH3:18])=[CH:15][CH2:16][OH:17])[C:7]([CH3:9])([CH3:8])[CH2:6][C:5](=[O:10])[CH:4]=[C:3]1[CH3:11].[OH-].[Na+]>C(O)CC.O.[Zn]>[OH:17][CH2:16][CH2:15][C:14]([CH3:18])=[C:13]=[CH:12][CH:2]1[C:7]([CH3:8])([CH3:9])[CH2:6][C:5](=[O:10])[CH:4]=[C:3]1[CH3:11] |f:1.2,3.4|. Procedure details: 10 g (40 mmol) of 4-hydroxy-4-(5-hydroxy-3-methyl-3-penten-1-ynyl)-3,5,5-trimethyl-2-cyclohexen-1-one (prepared in accordance with Example 1) were dissolved in 200 ml of n-propanol/water (1:1, v/v) under argon in a 500 ml multi-necked flask provided with stirrer, thermometer, dropping funnel and gasification headpiece and treated with 20.9 g (0.32 g-atoms) of zinc powder. Thereupon, 120 ml (0.12 mol) of 1N sodium hydroxide solution were added dropwise thereto in 5 minutes at room temperature whi... Product: COC(=O)c1ccc(NC(=O)CCCCCCCCCCCCCCC(=O)OC(C)(C)C)cc1. RXN SMILES: [C:1]([CH3:2])([CH3:3])([CH3:4])[O:5][C:6]([CH2:7][CH2:8][CH2:9][CH2:10][CH2:11][CH2:12][CH2:13][CH2:14][CH2:15][CH2:16][CH2:17][CH2:18][CH2:19][CH2:20][C:21](=[O:22])[OH:23])=[O:24].[CH3:57][N:58]1[CH2:59][CH2:60][CH2:61][C:62]1=[O:63].[CH:35]([N:36]([CH:37]([CH3:38])[CH3:39])[CH2:40][CH3:41])([CH3:42])[CH3:43].[Cl-:55].[NH2:44][c:45]1[cH:46][cH:47][c:48]([C:49](=[O:50])[O:51][CH3:52])[cH:53][cH:54]1.[Na+:56].[OH:25][n:26]1[c:27]2[n:28][cH:29][cH:30][cH:31][c:32]2[n:33][n:34]1>>[C:1]([CH3:2])([CH3:3])([CH3:4])[O:5][C:6]([CH2:7][CH2:8][CH2:9][CH2:10][CH2:11][CH2:12][CH2:13][CH2:14][CH2:15][CH2:16][CH2:17][CH2:18][CH2:19][CH2:20][C:21](=[O:23])[NH:44][c:45]1[cH:46][cH:47][c:48]([C:49](=[O:50])[O:51][CH3:52])[cH:53][cH:54]1)=[O:24]. The reactants are CC(C)(C)OC(=O)CCCCCCCCCCCCCCC(=O)O, CN1CCCC1=O, CCN(C(C)C)C(C)C, [Cl-], COC(=O)c1ccc(N)cc1, [Na+], On1nnc2cccnc21. Starting materials: C1CCOC1, CSc1ncc(-c2nnc(C3CC3)o2)c(OCC[Si](C)(C)C)n1. Yields the product CSc1ncc(-c2nnc(C3CC3)o2)c(O)n1. RXN SMILES: [CH2:24]1[O:25][CH2:26][CH2:27][CH2:28]1.[CH:1]1([c:4]2[n:5][n:6][c:7](-[c:9]3[c:10]([O:17][CH2:18][CH2:19][Si:20]([CH3:21])([CH3:22])[CH3:23])[n:11][c:12]([S:15][CH3:16])[n:13][cH:14]3)[o:8]2)[CH2:2][CH2:3]1>>[CH:1]1([c:4]2[n:5][n:6][c:7](-[c:9]3[c:10]([OH:17])[n:11][c:12]([S:15][CH3:16])[n:13][cH:14]3)[o:8]2)[CH2:2][CH2:3]1. The reactants are CC(C)(C)OC(=O)NC1CCNCC1, CCOCC, CO, O=Cc1cc2nc(Cl)nc(N3CCOCC3)c2s1. Yields the product CC(C)(C)OC(=O)NC1CCN(Cc2cc3nc(Cl)nc(N4CCOCC4)c3s2)CC1. As a reaction SMILES: [C:19](=[O:20])([O:21][C:22]([CH3:23])([CH3:24])[CH3:25])[NH:26][CH:27]1[CH2:28][CH2:29][NH:30][CH2:31][CH2:32]1.[CH3:33][CH2:34][O:35][CH2:36][CH3:37].[CH3:38][OH:39].[Cl:1][c:2]1[n:3][c:4]([N:13]2[CH2:14][CH2:15][O:16][CH2:17][CH2:18]2)[c:5]2[c:6]([n:7]1)[cH:8][c:9]([CH:11]=[O:12])[s:10]2>>[Cl:1][c:2]1[n:3][c:4]([N:13]2[CH2:14][CH2:15][O:16][CH2:17][CH2:18]2)[c:5]2[c:6]([n:7]1)[cH:8][c:9]([CH2:11][N:30]1[CH2:29][CH2:28][CH:27]([NH:26][C:19](=[O:20])[O:21][C:22]([CH3:23])([CH3:24])[CH3:25])[CH2:32][CH2:31]1)[s:10]2. As a reaction SMILES: [CH3:1][N:2]([CH3:31])[C:3](=[O:30])[CH2:4][N:5]1[C:14]2[C:9](=[N:10][CH:11]=[C:12]([CH2:15][C:16]3[CH:21]=[CH:20][C:19]([F:22])=[CH:18][CH:17]=3)[CH:13]=2)[C:8]([OH:23])=[C:7]([C:24](OCC)=[O:25])[C:6]1=[O:29].[NH2:32][C@@H:33]([CH3:36])[CH2:34][OH:35]>>[CH3:31][N:2]([CH3:1])[C:3](=[O:30])[CH2:4][N:5]1[C:14]2[C:9](=[N:10][CH:11]=[C:12]([CH2:15][C:16]3[CH:21]=[CH:20][C:19]([F:22])=[CH:18][CH:17]=3)[CH:13]=2)[C:8]([OH:23])=[C:7]([C:24]([NH:32][C@@H:33]([CH3:36])[CH2:34][OH:35])=[O:25])[C:6]1=[O:29]. Yields the product CN(C(CN1C(C(=C(C2=NC=C(C=C12)CC1=CC=C(C=C1)F)O)C(=O)N[C@H](CO)C)=O)=O)C (1-[2-(Dimethylamino)-2-oxoethyl]-7-[(4-fluorophenyl)methyl]-4-hydroxy-N-[(1S)-2-hydroxy-1-methylethyl]-2-oxo-1,2-dihydro-1,5-naphthyridine-3-carboxamide). Starting materials: CN(C(CN1C(C(=C(C2=NC=C(C=C12)CC1=CC=C(C=C1)F)O)C(=O)OCC)=O)=O)C (ethyl 1-[2-(dimethylamino)-2-oxoethyl]-7-[(4-fluorophenyl)methyl]-4-hydroxy-2-oxo-1,2-dihydro-1,5-naphthyridine-3-carboxylate), N[C@H](CO)C ((2S)-2-amino-1-propanol). Procedure: This compound was prepared from ethyl 1-[2-(dimethylamino)-2-oxoethyl]-7-[(4-fluorophenyl)methyl]-4-hydroxy-2-oxo-1,2-dihydro-1,5-naphthyridine-3-carboxylate and (2S)-2-amino-1-propanol employing methods similar to those described in Example 245 and was purified by reverse phase preparative HPLC (C-18 stationary phase; 10-100% CH3CN/water/0.1% formic acid mobile phase). The product was obtained as an off-white solid: 1H NMR (d6-DMSO) δ 10.23 (1H, d, J=8 Hz), 8.50 (1H, s), 7.77 (1H, s), 7.32 (2H,...